From a dataset of the Open Reaction Database (ORD), a public repository of structured organic reaction records. describe an organic reaction: reactants, conditions, products, and yield The reactants are CC=1OC2=C(N1)C=C(C=C2C)N (2,7-dimethyl-benzoxazol-5-ylamine), ClC1=NC=NC(=C1)Cl (4,6-dichloropyrimidine), TEA. Solvent: C(CCC)O (1-butanol). Conditions: temperature 90 celsius, time 2 hour. Product: ClC1=CC(=NC=N1)NC=1C=C(C2=C(N=C(O2)C)C1)C ((6-chloro-pyrimidin-4-yl)-(2,7-dimethyl-benzoxazol-5-yl)-amine). Reaction SMILES: [CH3:1][C:2]1[O:3][C:4]2[C:10]([CH3:11])=[CH:9][C:8]([NH2:12])=[CH:7][C:5]=2[N:6]=1.[Cl:13][C:14]1[CH:19]=[C:18](Cl)[N:17]=[CH:16][N:15]=1>C(O)CCC>[Cl:13][C:14]1[N:15]=[CH:16][N:17]=[C:18]([NH:12][C:8]2[CH:9]=[C:10]([CH3:11])[C:4]3[O:3][C:2]([CH3:1])=[N:6][C:5]=3[CH:7]=2)[CH:19]=1. Procedure details: 600 mg (1.90 mmol) 2,7-dimethyl-benzoxazol-5-ylamine, 400 mg (2.70 mmol) 4,6-dichloropyrimidine and 1.50 mL (11.0 mmol) TEA were combined in 8.0 mL 1-butanol and stirred for 2 h at 90° C. The reaction mixture was cooled to RT and purified by preparative HPLC. The product-containing fractions were combined, evaporated down and the residue was triturated with diethyl ether, suction filtered and dried. Starting materials: CC(C)C[AlH]CC(C)C, Cc1ccccc1, CCOC(C)=O, CCOC(=O)C1C2CCOC(=O)C21, C1CCOC1. The product is CCOC(=O)C1C2CCOC(O)C21. RXN SMILES: [CH3:14][CH:15]([CH2:16][AlH:17][CH2:18][CH:19]([CH3:20])[CH3:21])[CH3:22].[CH3:23][c:24]1[cH:25][cH:26][cH:27][cH:28][cH:29]1.[CH3:35][CH2:36][O:37][C:38](=[O:39])[CH3:40].[O:1]=[C:2]1[CH:3]2[CH:4]([C:9](=[O:10])[O:11][CH2:12][CH3:13])[CH:5]2[CH2:6][CH2:7][O:8]1.[O:30]1[CH2:31][CH2:32][CH2:33][CH2:34]1>>[OH:1][CH:2]1[CH:3]2[CH:4]([C:9](=[O:10])[O:11][CH2:12][CH3:13])[CH:5]2[CH2:6][CH2:7][O:8]1. Reactants: NCC(CO)(C)C (3-amino-2,2-dimethylpropan-1-ol), S=C1NC(SC1)=O (4-thioxo-1,3-thiazolidin-2-one). The solvent is C(C)O (ethanol). Conditions: time 8 hour. Yields the product OCC(CNC1=NC(SC1)=O)(C)C (4-[(3-hydroxy-2,2-dimethylpropyl)amino]-1,3-thiazol-2(5H)-one). Isolated yield 58.7%. As a reaction SMILES: [NH2:1][CH2:2][C:3]([CH3:7])([CH3:6])[CH2:4][OH:5].S=[C:9]1[CH2:13][S:12][C:11](=[O:14])[NH:10]1>C(O)C>[OH:5][CH2:4][C:3]([CH3:7])([CH3:6])[CH2:2][NH:1][C:9]1[CH2:13][S:12][C:11](=[O:14])[N:10]=1. Procedure details: To a solution of 3-amino-2,2-dimethylpropan-1-ol (4.05 g) in ethanol (100 mL) was added 4-thioxo-1,3-thiazolidin-2-one (5.07 g). The reaction mixture was stirred at room temperature overnight, and the solvent was evaporated under reduced pressure. The residue was purified by silica gel column chromatography (NH, ethyl acetate) to give the title compound (4.52 g). The reactants are BrBr (bromine), ClC=1C=C(C=C(C1OC)OC)C(C)=O (1-(3-Chloro-4,5-dimethoxyphenyl)-ethanone), C([O-])(O)=O.[K+] (potassium bicarbonate). Solvent: C(Cl)(Cl)Cl (chloroform), C(Cl)(Cl)Cl (chloroform). The product is BrCC(=O)C1=CC(=C(C(=C1)OC)OC)Cl (2-bromo-1-(3-chloro-4,5-di-methoxyphenyl)-ethanone). Reaction SMILES: [Cl:1][C:2]1[CH:3]=[C:4]([C:12](=[O:14])[CH3:13])[CH:5]=[C:6]([O:10][CH3:11])[C:7]=1[O:8][CH3:9].[Br:15]Br.C(=O)(O)[O-].[K+]>C(Cl)(Cl)Cl>[Br:15][CH2:13][C:12]([C:4]1[CH:5]=[C:6]([O:10][CH3:11])[C:7]([O:8][CH3:9])=[C:2]([Cl:1])[CH:3]=1)=[O:14] |f:2.3|. Procedure: 1-(3-Chloro-4,5-dimethoxyphenyl)-ethanone (31.6 g) was dissolved in chloroform (140 ml) and the solution was stirred at room temperature and treated dropwise with a solution of bromine (7.9 ml) in chloroform (60 ml). After a further 45 min the mixture was neutralised with aqueous potassium bicarbonate solution. The organic layer was separated and washed with sodium chloride solution, dried over sodium sulphate, then filtered and evaporated to dryness. The resultant oil (42.8 g) was crystallized ...